Dataset: the Open Reaction Database (ORD), a public repository of structured organic reaction records. Task: describe an organic reaction: reactants, conditions, products, and yield Reported procedure: Using general procedure D, rac-5-benzyl-4-hydroxy-5H-furan-2-one (Lit. 13) was reacted with thiophene-2-carbaldehyde and 5-fluoro-3-methyl-1H-indole to give the title compound as a red solid. MS: 434.3 ([M+H]+). The reactants are C(C1=CC=CC=C1)C1C(=CC(O1)=O)O (rac-5-benzyl-4-hydroxy-5H-furan-2-one), S1C(=CC=C1)C=O (thiophene-2-carbaldehyde), FC=1C=C2C(=CNC2=CC1)C (5-fluoro-3-methyl-1H-indole). Reaction SMILES: [CH2:1]([CH:8]1[O:12][C:11](=[O:13])[CH:10]=[C:9]1[OH:14])[C:2]1[CH:7]=[CH:6][CH:5]=[CH:4][CH:3]=1.[S:15]1[CH:19]=[CH:18][CH:17]=[C:16]1[CH:20]=O.[F:22][C:23]1[CH:24]=[C:25]2[C:29](=[CH:30][CH:31]=1)[NH:28][CH:27]=[C:26]2[CH3:32]>>[CH2:1]([CH:8]1[O:12][C:11](=[O:13])[C:10]([CH:20]([C:27]2[NH:28][C:29]3[C:25]([C:26]=2[CH3:32])=[CH:24][C:23]([F:22])=[CH:31][CH:30]=3)[C:16]2[S:15][CH:19]=[CH:18][CH:17]=2)=[C:9]1[OH:14])[C:2]1[CH:3]=[CH:4][CH:5]=[CH:6][CH:7]=1. Yields the product C(C1=CC=CC=C1)C1C(=C(C(O1)=O)C(C=1SC=CC1)C=1NC2=CC=C(C=C2C1C)F)O (5-Benzyl-3-[(5-fluoro-3-methyl-1H-indol-2-yl)-thiophen-2-yl-methyl]-4-hydroxy-5H-furan-2-one). The product is FC=1C=C2C(=CNC2=CC1)C(=O)C1C(C1(C)C)(C)C ((5-fluoro-1H-indol-3-yl)-(2,2,3,3-tetramethyl-cyclopropyl)-methanone). Starting materials: FC=1C=C2C=CNC2=CC1 (5-fluoroindole), C(C)[Mg]Br (ethylmagnesium bromide), CC1(C(C1(C)C)C(=O)Cl)C (2,2,3,3-tetramethylcyclopropanecarbonyl chloride). Reagents/catalysts: [Cl-].[Zn+2].[Cl-] (zinc chloride). The solvent is ClCCl (dichloromethane). The yield is 40.0%. Procedure details: A mixture of 5-fluoroindole (0.34 g. 2.5 mmol), ethylmagnesium bromide (1.0 M solution in THF, 3.0 mL, 3.0 mmol), zinc chloride (1.0 M solution in Et2O, 3.0 mL, 3.0 mmol) and the product of Example 1A (3.7 mmol) in 25 mL of dichloromethane was processed as described in Example 1B to provide the title compound (0.26 g, 1.0 mmol, 40% yield). MS (DCI/NH3) m/z 260 (M+H)+. As a reaction SMILES: [F:1][C:2]1[CH:3]=[C:4]2[C:8](=[CH:9][CH:10]=1)[NH:7][CH:6]=[CH:5]2.C([Mg]Br)C.[CH3:15][C:16]1([CH3:24])[C:18]([CH3:20])([CH3:19])[CH:17]1[C:21](Cl)=[O:22]>ClCCl.[Cl-].[Zn+2].[Cl-]>[F:1][C:2]1[CH:3]=[C:4]2[C:8](=[CH:9][CH:10]=1)[NH:7][CH:6]=[C:5]2[C:21]([CH:17]1[C:18]([CH3:20])([CH3:19])[C:16]1([CH3:24])[CH3:15])=[O:22] |f:4.5.6|. The reactants are Cn1ccc(NC(=O)c2cc(Oc3ccc(C(=N)NO)c(F)c3)c3c(c2)OC(C)(C)C3)n1, Cn1ccc(NC(=O)c2cc(Oc3ccc(C#N)c(Cl)c3)c3c(c2)OC(C)(C)C3)n1. Yields the product Cn1ccc(NC(=O)c2cc(Oc3ccc(C(=N)NO)c(Cl)c3)c3c(c2)OC(C)(C)C3)n1. As a reaction SMILES: [CH3:1][n:2]1[n:3][c:4]([NH:7][C:8](=[O:9])[c:10]2[cH:11][c:12]3[c:13]([c:19]([O:21][c:22]4[cH:23][c:24]([F:32])[c:25]([C:28]([NH:29][OH:30])=[NH:31])[cH:26][cH:27]4)[cH:20]2)[CH2:14][C:15]([CH3:17])([CH3:18])[O:16]3)[cH:5][cH:6]1.[CH3:33][n:34]1[cH:35][cH:36][c:37]([NH:38][C:39]([c:40]2[cH:41][c:42]([O:43][c:44]3[cH:45][cH:46][c:47]([C:48]#[N:49])[c:50]([Cl:62])[cH:51]3)[c:52]3[c:58]([cH:59]2)[O:57][C:54]([CH3:55])([CH3:56])[CH2:53]3)=[O:60])[n:61]1>>[CH3:1][n:2]1[n:3][c:4]([NH:7][C:8](=[O:9])[c:10]2[cH:11][c:12]3[c:13]([c:19]([O:21][c:22]4[cH:23][c:24]([Cl:62])[c:25]([C:28]([NH:29][OH:30])=[NH:31])[cH:26][cH:27]4)[cH:20]2)[CH2:14][C:15]([CH3:17])([CH3:18])[O:16]3)[cH:5][cH:6]1. Reactants: C1(CCCCC1)C1=CC=C(C=C1)O (4-cyclohexylphenol), C(C(=C)C)(=O)OC (methyl methacrylate), C1(CCCCC1)C1=CC=C(OC[C@@H]2CN=C(O2)N)C=C1 ((S)-5-(4-cyclohexyl-phenoxymethyl)-4,5-dihydro-oxazol-2-ylamine), C1[C@@H](O1)CCl (R-epichlorohydrin), C1(O)=CC=C(O)C=C1 (hydroquinone). Reaction conditions: temperature 90 celsius. Product: C1(CCCCC1)C1=CC=C(OC[C@@H]2CN3C(=NC([C@@H](C3)C)=O)O2)C=C1 ((2S,6R)-2-(4-cyclohexyl-phenoxymethyl)-6-methyl-2,3,5,6-tetrahydro-oxazolo[3,2-a]pyrimidin-7-one), C1(CCCCC1)C1=CC=C(OC[C@@H]2CN3C(=NC([C@H](C3)C)=O)O2)C=C1 ((2S,6S)-2-(4-cyclohexyl-phenoxymethyl)-6-methyl-2,3,5,6-tetrahydro-oxazolo[3,2-a]pyrimidin-7-one). Isolated yield 149.3%. As a reaction SMILES: [CH:1]1([C:7]2[CH:20]=[CH:19][C:10]([O:11][CH2:12][C@H:13]3[O:17][C:16]([NH2:18])=[N:15][CH2:14]3)=[CH:9][CH:8]=2)[CH2:6][CH2:5][CH2:4][CH2:3][CH2:2]1.C1O[C@H]1CCl.C1(C2C=CC(O)=CC=2)CCCCC1.[C:39](OC)(=[O:43])[C:40]([CH3:42])=[CH2:41].C1(C=CC(O)=CC=1)O>>[CH:1]1([C:7]2[CH:20]=[CH:19][C:10]([O:11][CH2:12][C@H:13]3[O:17][C:16]4=[N:18][C:39](=[O:43])[C@H:40]([CH3:42])[CH2:41][N:15]4[CH2:14]3)=[CH:9][CH:8]=2)[CH2:2][CH2:3][CH2:4][CH2:5][CH2:6]1.[CH:1]1([C:7]2[CH:20]=[CH:19][C:10]([O:11][CH2:12][C@H:13]3[O:17][C:16]4=[N:18][C:39](=[O:43])[C@@H:40]([CH3:42])[CH2:41][N:15]4[CH2:14]3)=[CH:9][CH:8]=2)[CH2:2][CH2:3][CH2:4][CH2:5][CH2:6]1. Reported procedure: A mixture of (S)-5-(4-cyclohexyl-phenoxymethyl)-4,5-dihydro-oxazol-2-ylamine (0.85 g, 3.09 mmol), prepared in accordance with the procedures as set forth in Steps 1 and 2 of Example 1 and starting from R-epichlorohydrin and 4-cyclohexylphenol, and methyl methacrylate (3.72 g, 37.15 mmol) stabilized with hydroquinone was heated at 90° C. for 14 hrs. The reaction mixture was concentrated and loaded onto a silica gel column, eluted with 2-6% isopropanol/methylene chloride to afford (2S,6R)-2-(4-cyc...